From a dataset of the Open Reaction Database (ORD), a public repository of structured organic reaction records. describe an organic reaction: reactants, conditions, products, and yield RXN SMILES: [C:1]([O:2][C:3](=[O:4])[N:8]1[CH2:9][CH:10]([OH:20])[CH:11]([NH:13][c:14]2[cH:15][cH:16][cH:17][cH:18][cH:19]2)[CH2:12]1)([CH3:5])([CH3:6])[CH3:7].[CH3:22][OH:23].[ClH:21]>>[ClH:21].[NH:8]1[CH2:9][CH:10]([OH:20])[CH:11]([NH:13][c:14]2[cH:15][cH:16][cH:17][cH:18][cH:19]2)[CH2:12]1. Starting materials: CC(C)(C)OC(=O)N1CC(O)C(Nc2ccccc2)C1, CO, Cl. Product: Cl, OC1CNCC1Nc1ccccc1. The reactants are BrC(C#N)CC=1C=CC(=NC1)OCCC=1N=C(OC1C)C1=CC=CC=C1 (2-bromo-3-[2-[2-(5-methyl-2-phenyl-4-oxazolyl)ethoxy]-5-pyridyl]propionitrile), [Br-].[Li+] (lithium bromide), C([O-])([O-])=O.[Li+].[Li+] (lithium carbonate), CN(C=O)C (N,N-dimethylformamide). Solvent: O (water). Reaction conditions: temperature 120 celsius, time 2.5 hour. The product is CC1=C(N=C(O1)C1=CC=CC=C1)CCOC1=NC=C(C=C1)/C=C/C#N ((E)-3-[2-[2-(5-methyl-2-phenyl-4-oxazolyl)ethoxy]-5-pyridyl]acrylonitrile). Yield: 89.0%. RXN SMILES: Br[CH:2]([CH2:5][C:6]1[CH:7]=[CH:8][C:9]([O:12][CH2:13][CH2:14][C:15]2[N:16]=[C:17]([C:21]3[CH:26]=[CH:25][CH:24]=[CH:23][CH:22]=3)[O:18][C:19]=2[CH3:20])=[N:10][CH:11]=1)[C:3]#[N:4].[Br-].[Li+].C(=O)([O-])[O-].[Li+].[Li+].CN(C)C=O>O>[CH3:20][C:19]1[O:18][C:17]([C:21]2[CH:22]=[CH:23][CH:24]=[CH:25][CH:26]=2)=[N:16][C:15]=1[CH2:14][CH2:13][O:12][C:9]1[CH:8]=[CH:7][C:6](/[CH:5]=[CH:2]/[C:3]#[N:4])=[CH:11][N:10]=1 |f:1.2,3.4.5|. Procedure details: A mixture of 2-bromo-3-[2-[2-(5-methyl-2-phenyl-4-oxazolyl)ethoxy]-5-pyridyl]propionitrile (4.5 g), lithium bromide (LiBr) (1.14 g), lithium carbonate (Li2CO3) (2.17 g) and N,N-dimethylformamide (50 ml) was stirred for 2.5 hours at 120° C. The reaction mixture was poured into water, which was subjected to extraction with ethyl acetate. The ethyl acetate layer was washed with water and dried (MgSO4), then the solvent was distilled off under reduced pressure to leave (E)-3-[2-[2-(5-methyl-2-phenyl... Reactants: C1CCOC1, CC1(Cl)CSC(=C(C#N)n2ccnc2)S1. Product: C=C1CSC(=C(C#N)n2ccnc2)S1. RXN SMILES: [O:16]1[CH2:17][CH2:18][CH2:19][CH2:20]1.[n:1]1([C:6]([C:7]#[N:8])=[C:9]2[S:10][CH2:11][C:12]([Cl:14])([CH3:15])[S:13]2)[cH:2][n:3][cH:4][cH:5]1>>[n:1]1([C:6]([C:7]#[N:8])=[C:9]2[S:10][CH2:11][C:12](=[CH2:15])[S:13]2)[cH:2][n:3][cH:4][cH:5]1. Starting materials: O (water), BrC1=C(C=C(C=C1)S)F (4-bromo-3-fluorobenzenethiol), C([O-])([O-])=O.[Cs+].[Cs+] (cesium carbonate), BrC1CCC1 (bromocyclobutane). The solvent is CS(=O)C (DMSO). Reaction conditions: temperature 70 celsius. The product is BrC1=C(C=C(C=C1)SC1CCC1)F ((4-Bromo-3-fluorophenyl)(cyclobutyl)sulfane). The yield is 95.2%. As a reaction SMILES: [Br:1][C:2]1[CH:7]=[CH:6][C:5]([SH:8])=[CH:4][C:3]=1[F:9].C(=O)([O-])[O-].[Cs+].[Cs+].Br[CH:17]1[CH2:20][CH2:19][CH2:18]1.O>CS(C)=O>[Br:1][C:2]1[CH:7]=[CH:6][C:5]([S:8][CH:17]2[CH2:20][CH2:19][CH2:18]2)=[CH:4][C:3]=1[F:9] |f:1.2.3|. Reported procedure: A stirred mixture of 4-bromo-3-fluorobenzenethiol (Preparation 26, 400 mg, 1.93 mmol), cesium carbonate (691 mg, 2.12 mmol) and bromocyclobutane (287 mg, 2.12 mmol) in DMSO (8 mL) was heated at 70° C. for 19 hours. The mixture was cooled to room temperature, poured into water (30 mL) and extracted with 2-methoxy-2-methylpropane (30 mL), washed with water (30 mL), dried over sodium sulfate and concentrated in vacuo. This gave the title compound as a colourless oil 95% yield, 480 mg. The reactants are BrC1=CN=C(C(=N1)NCC=1C=C2C=CC=NC2=CC1)N (6-bromo-N2-(quinolin-6-ylmethyl)pyrazine-2,3-diamine), N(=O)[O-].[Na+] (sodium nitrite). Run in C(C)(=O)O (acetic acid), O (water). Conditions: time 3 hour. Yields the product BrC1=CN=C2C(=N1)N(N=N2)CC=2C=C1C=CC=NC1=CC2 (6-((6-bromo-1H-[1,2,3]triazolo[4,5-b]pyrazin-1-yl)methyl)quinoline). Isolated yield 49.5%. Reaction SMILES: [Br:1][C:2]1[N:7]=[C:6]([NH:8][CH2:9][C:10]2[CH:11]=[C:12]3[C:17](=[CH:18][CH:19]=2)[N:16]=[CH:15][CH:14]=[CH:13]3)[C:5]([NH2:20])=[N:4][CH:3]=1.[N:21]([O-])=O.[Na+]>C(O)(=O)C.O>[Br:1][C:2]1[N:7]=[C:6]2[N:8]([CH2:9][C:10]3[CH:11]=[C:12]4[C:17](=[CH:18][CH:19]=3)[N:16]=[CH:15][CH:14]=[CH:13]4)[N:21]=[N:20][C:5]2=[N:4][CH:3]=1 |f:1.2|. Procedure: To a solution of 6-bromo-N2-(quinolin-6-ylmethyl)pyrazine-2,3-diamine (6.55 g, 19.84 mmol) in acetic acid (15 mL), was added a the solution of sodium nitrite (2.74 g, 39.7 mmol) in water (3 mL). After stirring at rt for 3 h, the solution was concentrated in vacuo. The residue was taken with NaHCO3(aq), extracted with DCM. The organic layer was washed with NH4Cl(aq), dried over Na2SO4, filtered, concentrated in vacuo and purified by silica gel chromatography with EA:Hexanes to provide 6-((6-bromo...